Dataset: the Open Reaction Database (ORD), a public repository of structured organic reaction records. Task: describe an organic reaction: reactants, conditions, products, and yield Reactants: NC=1C2=C(N=CN1)N(C=C2C2=CC=C(C=C2)OC2=CC=CC=C2)C2CC(CC2)O (3-[4-amino-5-(4-phenoxyphenyl)-7H-pyrrolo[2,3-d]pyrimidin-7-yl]-cyclopentan-1-ol). The reagents and catalysts are [O-2].[O-2].[Mn+4] (manganese dioxide). Solvent: ClCCl (dichloromethane). Run at time 18 hour. Yields the product NC=1C2=C(N=CN1)N(C=C2C2=CC=C(C=C2)OC2=CC=CC=C2)C2CC(CC2)=O (3-[4-Amino-5-(4-phenoxyphenyl)-7H-pyrrolo[2,3-d]pyrimidin-7-yl]-cyclopentan-1-one). As a reaction SMILES: [NH2:1][C:2]1[C:3]2[C:10]([C:11]3[CH:16]=[CH:15][C:14]([O:17][C:18]4[CH:23]=[CH:22][CH:21]=[CH:20][CH:19]=4)=[CH:13][CH:12]=3)=[CH:9][N:8]([CH:24]3[CH2:28][CH2:27][CH:26]([OH:29])[CH2:25]3)[C:4]=2[N:5]=[CH:6][N:7]=1>[O-2].[O-2].[Mn+4].ClCCl>[NH2:1][C:2]1[C:3]2[C:10]([C:11]3[CH:12]=[CH:13][C:14]([O:17][C:18]4[CH:23]=[CH:22][CH:21]=[CH:20][CH:19]=4)=[CH:15][CH:16]=3)=[CH:9][N:8]([CH:24]3[CH2:28][CH2:27][C:26](=[O:29])[CH2:25]3)[C:4]=2[N:5]=[CH:6][N:7]=1 |f:1.2.3|. Procedure: A mixture of 3-[4-amino-5-(4-phenoxyphenyl)-7H-pyrrolo[2,3-d]pyrimidin-7-yl]-cyclopentan-1-ol (100 mg), activated manganese dioxide (500 mg) and dichloromethane (100 ml) was stirred at ambient temperature for 18 hours to give, after filtration, a solution of 3-[4-amino-5-(4-phenoxyphenyl)-7H-pyrrolo[2,3-d]pyrimidin-7-yl]-cyclopentan-1-one in dichloromethane which was used in the next Example. The reactants are [Cl-].[NH4+] (ammonium chloride), Grignard reagent, C1(CC1)C(CCN(C(C)=O)C)=O (1-cyclopropyl-3-(N-methyl-acetamido)-1-propanone), BrC=1C=C(C=CC1)C(F)(F)F (3-bromobenzotrifluoride), [Mg] (magnesium). The solvent is CCOCC (ether), CC(C)=O (propanone), CCOCC (ether), CCOCC (ether), O (water). Product: C1(CC1)C(CCN(C(C)=O)C)(O)C1=CC(=CC=C1)C(F)(F)F (1-Cyclopropyl-3-(N-methylacetamido)-1-(m-trifluoromethylphenyl)-1-propanol). As a reaction SMILES: Br[C:2]1[CH:3]=[C:4]([C:8]([F:11])([F:10])[F:9])[CH:5]=[CH:6][CH:7]=1.[Mg].[CH:13]1([C:16](=[O:24])[CH2:17][CH2:18][N:19]([CH3:23])[C:20](=[O:22])[CH3:21])[CH2:15][CH2:14]1.[Cl-].[NH4+]>O.CCOCC.CC(=O)C>[CH:13]1([C:16]([C:2]2[CH:7]=[CH:6][CH:5]=[C:4]([C:8]([F:11])([F:10])[F:9])[CH:3]=2)([OH:24])[CH2:17][CH2:18][N:19]([CH3:23])[C:20](=[O:22])[CH3:21])[CH2:15][CH2:14]1 |f:3.4|. Reported procedure: An ether solution of a Grignard reagent prepared from 50.0 g. (0.35 mole) of 3-bromobenzotrifluoride, 400 ml. of ether and 8.6 g. (0.354 mole) of magnesium was treated at -20°C. to -30°C. with 12.5 g. (0.059 mole) of crude 1-cyclopropyl-3-(N-methyl-acetamido)-1-propanone (calculated to contain 80% of the propanone by the nuclear magnetic resonance spectrum) in 100 ml. of ether. The reaction mixture was warmed to room temperature and treated with 7.4 g. (0.14 mole) ammonium chloride followed by 2... Reactants: C(=O)(O)C12CCC(CC1)(CC2)NCC(=O)N2[C@@H](C[C@@H](C2)F)C#N ((2S,4S)-1-[[N-(4-carboxybicyclo[2.2.2]oct-1-yl)amino]acetyl]-4-fluoropyrrolidine-2-carbonitrile), NC=1SC=NN1 (2-amino-1,3,4-thiadiazole). Yields the product S1C(=NN=C1)NC(=O)C12CCC(CC1)(CC2)NCC(=O)N2[C@@H](C[C@@H](C2)F)C#N ((2S,4S)-1-[[N-[4-[N-(1,3,4-thiadiazol-2-yl)amino]carbonylbicyclo[2.2.2]oct-1-yl]amino]acetyl]-4-fluoropyrrolidine-2-carbonitrile). The yield is 33.3%. RXN SMILES: [C:1]([C:4]12[CH2:11][CH2:10][C:7]([NH:12][CH2:13][C:14]([N:16]3[CH2:20][C@@H:19]([F:21])[CH2:18][C@H:17]3[C:22]#[N:23])=[O:15])([CH2:8][CH2:9]1)[CH2:6][CH2:5]2)([OH:3])=O.[NH2:24][C:25]1[S:26][CH:27]=[N:28][N:29]=1>>[S:26]1[CH:27]=[N:28][N:29]=[C:25]1[NH:24][C:1]([C:4]12[CH2:9][CH2:8][C:7]([NH:12][CH2:13][C:14]([N:16]3[CH2:20][C@@H:19]([F:21])[CH2:18][C@H:17]3[C:22]#[N:23])=[O:15])([CH2:10][CH2:11]1)[CH2:6][CH2:5]2)=[O:3]. Reported procedure: In a similar manner to Example 87, (2S,4S)-1-[[N-(4-carboxybicyclo[2.2.2]oct-1-yl)amino]acetyl]-4-fluoropyrrolidine-2-carbonitrile (50.0 mg) and 2-amino-1,3,4-thiadiazole (34.4 mg) were used to obtain (2S,4S)-1-[[N-[4-[N-(1,3,4-thiadiazol-2-yl)amino]carbonylbicyclo[2.2.2]oct-1-yl]amino]acetyl]-4-fluoropyrrolidine-2-carbonitrile (20.9 mg). Reactants: [OH-].[K+] (potassium hydroxide), FC(=C(F)F)F (tetrafluoroethylene), C1(=CC=CC=C1)O (phenol), FC=1C=C(C=CC1[N+](=O)[O-])O (3-fluoro-4-nitrophenol). The solvent is O1CCOCC1 (dioxane), O (water). Conditions: time 2 hour. The product is FC1=C(C=CC(=C1)OC(C(F)F)(F)F)[N+](=O)[O-] (2-fluoro-4-(1,1,2,2-tetrafluoroethoxy)nitrobenzene). Yield: 10.6%. Reaction SMILES: [F:1][C:2]1[CH:3]=[C:4]([OH:11])[CH:5]=[CH:6][C:7]=1[N+:8]([O-:10])=[O:9].[F:12][C:13]([F:17])=[C:14]([F:16])[F:15].C1(O)C=CC=CC=1.[OH-].[K+]>O1CCOCC1.O>[F:1][C:2]1[CH:3]=[C:4]([O:11][C:14]([F:16])([F:15])[CH:13]([F:17])[F:12])[CH:5]=[CH:6][C:7]=1[N+:8]([O-:10])=[O:9] |f:3.4|. Reported procedure: After dissolving 1.15 g of 3-fluoro-4-nitrophenol in 10 ml of dioxane, the resulting solution was violently stirred at about 60° C. for 15 minutes under the stream of a tetrafluoroethylene gas in large excess of said phenol. After quickly adding 0.04 g of potassium hydroxide, the solution was violently stirred for 2 hours under the same condition. The reaction solution was cooled, and after adding water, extracted with two 100-ml portions of diethyl ether. The ether layers were combined, dried a... Reactants: CC(=O)OC(C)=O, CN(C)c1ccncc1, COC(=O)C=CC1CCC2(O)C3CCC4CC(O)CCC4(C)C3CCC12C, c1ccncc1. Yields the product COC(=O)C=CC1CCC2(O)C3CCC4CC(OC(C)=O)CCC4(C)C3CCC12C. Reaction SMILES: [CH3:28][C:29](=[O:30])[O:31][C:32](=[O:33])[CH3:34].[CH3:41][N:42]([CH3:43])[c:44]1[cH:45][cH:46][n:47][cH:48][cH:49]1.[OH:1][CH:2]1[CH2:3][CH:4]2[CH2:5][CH2:6][CH:7]3[C:8]4([OH:27])[CH2:9][CH2:10][CH:11]([CH:12]=[CH:13][C:14](=[O:15])[O:16][CH3:17])[C:18]4([CH3:26])[CH2:19][CH2:20][CH:21]3[C:22]2([CH3:25])[CH2:23][CH2:24]1.[cH:35]1[cH:36][cH:37][n:38][cH:39][cH:40]1>>[O:1]([CH:2]1[CH2:3][CH:4]2[CH2:5][CH2:6][CH:7]3[C:8]4([OH:27])[CH2:9][CH2:10][CH:11]([CH:12]=[CH:13][C:14](=[O:15])[O:16][CH3:17])[C:18]4([CH3:26])[CH2:19][CH2:20][CH:21]3[C:22]2([CH3:25])[CH2:23][CH2:24]1)[C:29]([CH3:28])=[O:30]. Reactants: C1CCOC1, CN1CCN(CCO)CC1, O=C(CCl)CC(=O)OCCCc1ccccc1, Cl, [H-], [Na+]. Yields the product CN1CCN(CCOCC(=O)CC(=O)OCCCc2ccccc2)CC1. Reaction SMILES: [CH2:31]1[O:32][CH2:33][CH2:34][CH2:35]1.[CH3:1][N:2]1[CH2:3][CH2:4][N:5]([CH2:8][CH2:9][OH:10])[CH2:6][CH2:7]1.[Cl:13][CH2:14][C:15]([CH2:16][C:17](=[O:18])[O:19][CH2:20][CH2:21][CH2:22][c:23]1[cH:24][cH:25][cH:26][cH:27][cH:28]1)=[O:29].[ClH:30].[H-:11].[Na+:12]>>[CH3:1][N:2]1[CH2:3][CH2:4][N:5]([CH2:8][CH2:9][O:10][CH2:14][C:15]([CH2:16][C:17](=[O:18])[O:19][CH2:20][CH2:21][CH2:22][c:23]2[cH:24][cH:25][cH:26][cH:27][cH:28]2)=[O:29])[CH2:6][CH2:7]1. Starting materials: Cc1c(C(=O)O)[nH]c(C=C2C(=O)Nc3ccc(Br)cc32)c1CCC(=O)O, Cl, [K+], [OH-], O, OCCO. Product: Cc1c[nH]c(C=C2C(=O)Nc3ccc(Br)cc32)c1CCC(=O)O. RXN SMILES: [C:1](=[O:2])([OH:3])[CH2:4][CH2:5][c:6]1[c:7]([CH3:26])[c:8]([C:23]([OH:24])=[O:25])[nH:9][c:10]1[CH:11]=[C:12]1[C:13](=[O:22])[NH:14][c:15]2[cH:16][cH:17][c:18]([Br:21])[cH:19][c:20]21.[ClH:30].[K+:28].[OH-:27].[OH2:29].[OH:31][CH2:32][CH2:33][OH:34]>>[C:1](=[O:2])([OH:3])[CH2:4][CH2:5][c:6]1[c:7]([CH3:26])[cH:8][nH:9][c:10]1[CH:11]=[C:12]1[C:13](=[O:22])[NH:14][c:15]2[cH:16][cH:17][c:18]([Br:21])[cH:19][c:20]21. Reactants: O=C1NC2=NC=CC=C2C2=C1C=CC(=C2)NCC=2C=C(C#N)C=CC2 (3-((6-Oxo-5,6-dihydrobenzo[c][1,8]naphthyridin-9-ylamino)methyl)benzonitrile), [OH-].[Na+] (NaOH). Solvent: CN(C(C)=O)C (N,N-dimethylacetamide). Conditions: temperature 100 celsius, time 16 hour. Product: O=C1NC2=NC=CC=C2C2=C1C=CC(=C2)NCC=2C=C(C(=O)N)C=CC2 (3-((6-Oxo-5,6-dihydrobenzo[c][1,8]naphthyridin-9-ylamino)methyl)benzamide). Yield: 47.0%. Reaction SMILES: [O:1]=[C:2]1[C:11]2[CH:12]=[CH:13][C:14]([NH:16][CH2:17][C:18]3[CH:19]=[C:20]([CH:23]=[CH:24][CH:25]=3)[C:21]#[N:22])=[CH:15][C:10]=2[C:9]2[C:4](=[N:5][CH:6]=[CH:7][CH:8]=2)[NH:3]1.[OH-:26].[Na+]>CN(C)C(=O)C>[O:1]=[C:2]1[C:11]2[CH:12]=[CH:13][C:14]([NH:16][CH2:17][C:18]3[CH:19]=[C:20]([CH:23]=[CH:24][CH:25]=3)[C:21]([NH2:22])=[O:26])=[CH:15][C:10]=2[C:9]2[C:4](=[N:5][CH:6]=[CH:7][CH:8]=2)[NH:3]1 |f:1.2|. Procedure details: 463 (48 mg, 0.15 mmol) and NaOH (1M, aqueous, 0.73 mL) were suspended in N,N-dimethylacetamide (2 mL), and stirred for 16 h at 100° C. The reaction mixture was purified directly via prep-LC-MS to provide 473 (24 mg, 47% yield) as a white powder. LC-MS (M+H=345, obsd.=345). 1H NMR (400 MHz, DMSO-D6) δ 8.55 (d, J=7.8, 1H), 8.50 (d, J=4.3, 1H), 8.06 (d, J=8.5, 1H), 7.94 (s, 1H), 7.74 (s, 1H), 7.69 (d, J=7.5, 1H), 7.43 (s, 1H), 7.35 (dd, J=7.2, 14.4, 2H), 6.91 (d, J=8.8, 1H), 5.70 (s, 2H). Starting materials: C(C1=CC=CC=C1)OC(=O)N[C@@H]([C@@H](C)CC)C(=O)N1[C@H](C(=O)O)CCC1.N1[C@H](C(=O)O)CCC1 (Benzyloxycarbonyl-isoleucyl-proline proline), [N+](=[N-])=C (diazomethane). Reagents/catalysts: C(C)(=O)O (acetic acid). RXN SMILES: [CH2:1]([O:8][C:9]([NH:11][C@H:12]([C:17]([N:19]1[CH2:26][CH2:25][CH2:24][C@H:20]1[C:21](O)=[O:22])=[O:18])[C@H:13]([CH2:15][CH3:16])[CH3:14])=[O:10])[C:2]1[CH:7]=[CH:6][CH:5]=[CH:4][CH:3]=1.[NH:27]1[CH2:34][CH2:33][CH2:32][C@H:28]1[C:29]([OH:31])=[O:30].[N+](=[CH2:37])=[N-]>CO.C(O)(=O)C>[CH2:1]([O:8][C:9]([NH:11][C@H:12]([C:17]([N:19]1[CH2:26][CH2:25][CH2:24][C@H:20]1[C:21]([N:27]1[CH2:34][CH2:33][CH2:32][C@H:28]1[C:29]([O:31][CH3:37])=[O:30])=[O:22])=[O:18])[C@H:13]([CH2:15][CH3:16])[CH3:14])=[O:10])[C:2]1[CH:7]=[CH:6][CH:5]=[CH:4][CH:3]=1 |f:0.1|. Solvent: CO (methanol). The product is C(C1=CC=CC=C1)OC(=O)N[C@@H]([C@@H](C)CC)C(=O)N1[C@H](C(=O)N2[C@H](C(=O)OC)CCC2)CCC1 (Methyl benzyloxycarbonyl-isoleucyl-prolyl-prolinate). Reported procedure: The tripeptide acid of Example 1 (4.6 g) is dissolved in methanol and treated with an ethereal solution of diazomethane until a persistent yellow color is obtained. After 0.5 hour a few drops of acetic acid are added to discharge the yellow color; the solvent is removed in vacuo and replaced with ethyl acetate. This solution is washed sequentially with 0.1 N HCl, water, saturated sodium bicarbonate and water. The organic phase is dried over magnesium sulfate and concentrated to dryness to yield ... Starting materials: COC1=CC=CC(=N1)C=O (6-methoxypicolinaldehyde), C(C)(C)(C)[Li] (t-Butyllithium), CN1CCNCC1 (methylpiperazine), C(CCC)[Li] (n-butyllithium), ClC(C(Cl)(Cl)Cl)(Cl)Cl (hexachloroethane). The solvent is O1CCCC1 (tetrahydrofuran), O1CCCC1 (tetrahydrofuran), O1CCCC1 (tetrahydrofuran), O (water). Run at temperature -78 celsius, time 15 minute. The product is ClC=1C=CC(=NC1OC)C=O (5-chloro-6-methoxypyridine-2-carbaldehyde). Isolated yield 38.7%. RXN SMILES: CN1CCNCC1.C([Li])CCC.[CH3:13][O:14][C:15]1[N:20]=[C:19]([CH:21]=[O:22])[CH:18]=[CH:17][CH:16]=1.C([Li])(C)(C)C.[Cl:28]C(Cl)(Cl)C(Cl)(Cl)Cl>O1CCCC1.O>[Cl:28][C:16]1[CH:17]=[CH:18][C:19]([CH:21]=[O:22])=[N:20][C:15]=1[O:14][CH3:13]. Procedure: A solution of methylpiperazine (2.31 g) in tetrahydrofuran (20 mL) was cooled to −78° C., and n-butyllithium (2.64 M, 7.55 mL) was added dropwise in an argon gas atmosphere. After stirring at the same temperature for 15 minutes, a solution of 6-methoxypicolinaldehyde (2.5 g) in tetrahydrofuran was added and the mixture was stirred for 30 minutes. t-Butyllithium (1.59 M, 17.1 mL) was added dropwise to the reaction solution, and the mixture was stirred at the same temperature for one hour and at −...